This data is from the Open Reaction Database (ORD), a public repository of structured organic reaction records. The task is: describe an organic reaction: reactants, conditions, products, and yield Procedure details: To a solution of 5.3 g (24.1 mmol) 2,6-dichloro-4-methyl-pyridine-3-carboxylic acid methylester in CCl4 (92 ml) were added 3.1 g (26.5 mmol) N-Bromosuccinimide, 395 mg (2.4 mmol) AIBN and 1.45 ml (25.3 mmol) acetic acid. The mixture was irradiated with a 200 W Wolfram lamp at 60° C. for 24 h. Subsequently the mixture was filtered through celite and the filtrate was concentrated in vacuo. Purification of the residue by CC (hexane/EtOAc 97:3) provided 5.2 g of a mixture of 2,6-dichloro-4-methyl-py... The solvent is C(Cl)(Cl)(Cl)Cl (CCl4). Yields the product COC(=O)C=1C(=NC(=CC1CBr)Cl)Cl (4-(bromomethyl)-2,6-dichloro-pyridine-3-carboxylic acid methylester). The yield is 72.2%. The reactants are Wolfram, COC(=O)C=1C(=NC(=CC1C)Cl)Cl (2,6-dichloro-4-methyl-pyridine-3-carboxylic acid methylester), BrN1C(CCC1=O)=O (N-Bromosuccinimide), CC(C)(C#N)N=NC(C)(C)C#N (AIBN), C(C)(=O)O (acetic acid). RXN SMILES: [CH3:1][O:2][C:3]([C:5]1[C:6]([Cl:13])=[N:7][C:8]([Cl:12])=[CH:9][C:10]=1[CH3:11])=[O:4].[Br:14]N1C(=O)CCC1=O.CC(N=NC(C#N)(C)C)(C#N)C.C(O)(=O)C>C(Cl)(Cl)(Cl)Cl>[CH3:1][O:2][C:3]([C:5]1[C:6]([Cl:13])=[N:7][C:8]([Cl:12])=[CH:9][C:10]=1[CH2:11][Br:14])=[O:4]. The reactants are C(C)(=O)OCC (Ethyl acetate), [Cl-].[Al+3].[Cl-].[Cl-] (aluminum chloride), C(C1=CC=CC=C1)N1C(C(C2=CC=CC=C12)(OC)OC)=O (1-benzyl-3,3-dimethoxyindolin-2-one), C1(=CC=C(C=C1)NC(=O)N)C (p-tolylurea). The solvent is O1CCCC1 (tetrahydrofuran), O1CCCC1 (tetrahydrofuran). Yields the product C(C1=CC=CC=C1)N1C(C(C2=CC=CC=C12)(NC(=O)NC1=CC=C(C=C1)C)NC(=O)NC1=CC=C(C=C1)C)=O (1-benzyl-3,3-bis(N'-(4-methylphenyl)ureido)indolin-2-one). The yield is 23.0%. RXN SMILES: [Cl-].[Al+3].[Cl-].[Cl-].[CH2:5]([N:12]1[C:20]2[C:15](=[CH:16][CH:17]=[CH:18][CH:19]=2)[C:14](OC)(OC)[C:13]1=[O:25])[C:6]1[CH:11]=[CH:10][CH:9]=[CH:8][CH:7]=1.[C:26]1([CH3:36])[CH:31]=[CH:30][C:29]([NH:32][C:33]([NH2:35])=[O:34])=[CH:28][CH:27]=1.C(O[CH2:41][CH3:42])(=O)C>O1CCCC1>[CH2:5]([N:12]1[C:20]2[C:15](=[CH:16][CH:17]=[CH:18][CH:19]=2)[C:14]([NH:35][C:33]([NH:32][C:29]2[CH:30]=[CH:31][C:41]([CH3:42])=[CH:27][CH:28]=2)=[O:34])([NH:35][C:33]([NH:32][C:29]2[CH:30]=[CH:31][C:26]([CH3:36])=[CH:27][CH:28]=2)=[O:34])[C:13]1=[O:25])[C:6]1[CH:7]=[CH:8][CH:9]=[CH:10][CH:11]=1 |f:0.1.2.3|. Procedure: To a solution of 0.80 g of anhydrous aluminum chloride in 20 ml of dry tetrahydrofuran were added successively a solution of 0.57 g of 1-benzyl-3,3-dimethoxyindolin-2-one in 10 ml of dry tetrahydrofuran and 0.60 g of p-tolylurea at 0° C. under a nitrogen atmosphere, and the mixture was heated under reflux for 2 hours. Ethyl acetate was added to the reaction mixture, and the mixture was washed twice with an aqueous solution of sodium chloride. The organic layer was dried over anhydrous sodium sul... The reactants are COc1ccc(C(=O)O)cc1, CNOC. The reagents and catalysts are [B-](F)(F)(F)F.CN(C)C(=[N+](C)C)ON1C(=O)C2C3CC(C2C1=O)C=C3 (TNTU), CCN(C(C)C)C(C)C (DIPEA). Run in CN(C)C=O (DMF), CN(C)C=O (DMF), CN(C)C=O (DMF), CN(C)C=O (DMF), CN(C)C=O (DMF), CN(C)C=O (DMF). Run at temperature 25 celsius, time 2 hour. Yields the product COc1ccc(C(=O)N(C)OC)cc1. The yield is 0.1%. As a reaction SMILES: CNOC.COc1ccc(C(=O)O)cc1.[B-](F)(F)(F)F.CN(C)C(=[N+](C)C)ON1C(=O)C2C3CC(C2C1=O)C=C3.CCN(C(C)C)C(C)C.CN(C)C=O>>COc1ccc(C(=O)N(C)OC)cc1. Reactants: Cc1ccccc1, CNCCNC, I[Cu]I, NCc1ccc(I)cc1, [K+], [K+], [K+], O=C1CCCCN1, O=P([O-])([O-])[O-]. Reaction SMILES: [CH3:34][c:35]1[cH:36][cH:37][cH:38][cH:39][cH:40]1.[CH3:9][NH:10][CH2:11][CH2:12][NH:13][CH3:14].[Cu:31]([I:32])[I:33].[I:15][c:16]1[cH:17][cH:18][c:19]([CH2:22][NH2:23])[cH:20][cH:21]1.[K+:6].[K+:7].[K+:8].[NH:24]1[C:25](=[O:30])[CH2:26][CH2:27][CH2:28][CH2:29]1.[P:1]([O-:2])([O-:3])([O-:4])=[O:5]>>[c:16]1([N:24]2[C:25](=[O:30])[CH2:26][CH2:27][CH2:28][CH2:29]2)[cH:17][cH:18][c:19]([CH2:22][NH2:23])[cH:20][cH:21]1. Product: NCc1ccc(N2CCCCC2=O)cc1.